This data is from the Open Reaction Database (ORD), a public repository of structured organic reaction records. The task is: describe an organic reaction: reactants, conditions, products, and yield The solvent is C1=CC=CC=C1 (benzene). Reaction SMILES: [CH2:1](O[CH:4](OCC)[CH:5]([Cl:7])[Cl:6])C.[CH2:11]([SH:15])[CH2:12][CH2:13][SH:14]>C1C=CC=CC=1>[Cl:7][CH:5]([Cl:6])[CH:4]1[S:15][CH2:11][CH2:12][CH2:13][S:14]1.[S:14]1[CH2:13][CH2:12][CH2:11][S:15][CH2:1]1 |f:3.4|. Starting materials: C(C)OC(C(Cl)Cl)OCC (dichloroacetaldehyde diethylacetal), C(CCS)S (propane-1,3-dithiol). Product: ClC(C1SCCCS1)Cl.S1CSCCC1 (2-dichloromethyl-1,3-dithiane 1,3-dithiane). Yield: 126.4%. Procedure: In 100 ml of benzene, 9.4 g of dichloroacetaldehyde diethylacetal was reacted with 5.4 g of propane-1,3-dithiol. After distilling off the benzene/ethanol azeotrope at 68° C., there was obtained a yield of 10.2 g of the title compound, nD30 1.5850. The structure was supported by analytical data. Reactants: [H-].[Na+] (sodium hydride), C(C)O (Ethanol), C1=C(C=CC=2SC3=CC=CC=C3NC12)C#N (2-phenothiazinecarbonitrile), ClC(C(=O)OCC)C (ethyl 2-chloropropionate), ice. Run in CN(C=O)C (dimethylformamide), CN(C=O)C (dimethylformamide), CN(C=O)C (dimethylformamide), O (water). Conditions: time 15 minute. Yields the product C(#N)C1=CC=2N(C3=CC=CC=C3SC2C=C1)C(C(=O)OCC)C (Ethyl (2RS)-2-(2-cyano-10-phenothiazinyl)propionate). RXN SMILES: [CH:1]1[C:14]2[NH:13][C:12]3[C:7](=[CH:8][CH:9]=[CH:10][CH:11]=3)[S:6][C:5]=2[CH:4]=[CH:3][C:2]=1[C:15]#[N:16].[H-].[Na+].Cl[CH:20]([CH3:26])[C:21]([O:23][CH2:24][CH3:25])=[O:22].C(O)C>CN(C)C=O.O>[C:15]([C:2]1[CH:3]=[CH:4][C:5]2[S:6][C:7]3[C:12](=[CH:11][CH:10]=[CH:9][CH:8]=3)[N:13]([CH:20]([CH3:26])[C:21]([O:23][CH2:24][CH3:25])=[O:22])[C:14]=2[CH:1]=1)#[N:16] |f:1.2|. Procedure: A solution of 2-phenothiazinecarbonitrile (224.5 g) in dimethylformamide (1 liter) is introduced, with stirring and in the course of 2 hours 30 minutes, into a suspension of sodium hydride (24 g) in dimethylformamide (1 liter) at a temperature in the region of 25° C., and the mixture is left stirred for a further 1 hour 15 minutes until the evolution of gas has ceased. The fine suspension obtained is introduced, with stirring and at a temperature in the region of 25° C., in the course of 4 hours... Reactants: Cc1ncc2ccccc2c1Br, CCCC[Sn](CCCC)(CCCC)c1nc(N2CCOCC2)c2sc(CN3CCC(N(C)C)CC3)cc2n1. Product: Cc1ncc2ccccc2c1-c1nc(N2CCOCC2)c2sc(CN3CCC(N(C)C)CC3)cc2n1. As a reaction SMILES: [Br:39][c:40]1[c:41]([CH3:50])[n:42][cH:43][c:44]2[cH:45][cH:46][cH:47][cH:48][c:49]12.[CH3:1][N:2]([CH:3]1[CH2:4][CH2:5][N:6]([CH2:9][c:10]2[cH:11][c:12]3[n:13][c:14]([Sn:25]([CH2:26][CH2:27][CH2:28][CH3:29])([CH2:30][CH2:31][CH2:32][CH3:33])[CH2:34][CH2:35][CH2:36][CH3:37])[n:15][c:16]([N:19]4[CH2:20][CH2:21][O:22][CH2:23][CH2:24]4)[c:17]3[s:18]2)[CH2:7][CH2:8]1)[CH3:38]>>[CH3:1][N:2]([CH:3]1[CH2:4][CH2:5][N:6]([CH2:9][c:10]2[cH:11][c:12]3[n:13][c:14](-[c:40]4[c:41]([CH3:50])[n:42][cH:43][c:44]5[cH:45][cH:46][cH:47][cH:48][c:49]45)[n:15][c:16]([N:19]4[CH2:20][CH2:21][O:22][CH2:23][CH2:24]4)[c:17]3[s:18]2)[CH2:7][CH2:8]1)[CH3:38]. Reaction SMILES: [CH2:45]1[O:46][CH2:47][CH2:48][CH2:49]1.[CH:32]1([NH:38][CH:39]2[CH2:40][CH2:41][CH2:42][CH2:43][CH2:44]2)[CH2:33][CH2:34][CH2:35][CH2:36][CH2:37]1.[Cl:1][c:2]1[cH:3][c:4]([C:17](=[O:18])[O:19][CH3:20])[c:5]([NH:8][C:9]([CH2:10][O:11][CH2:12][C:13](=[O:14])[OH:15])=[O:16])[cH:6][cH:7]1.[Cl:26][C:27]([C:28]([Cl:29])=[O:30])=[O:31].[O:21]=[CH:22][N:23]([CH3:24])[CH3:25].[OH2:50]>>[Cl:1][c:2]1[cH:3][c:4]([C:17](=[O:18])[O:19][CH3:20])[c:5]([NH:8][C:9]([CH2:10][O:11][CH2:12][C:13](=[O:15])[N:38]([CH:32]2[CH2:33][CH2:34][CH2:35][CH2:36][CH2:37]2)[CH:39]2[CH2:40][CH2:41][CH2:42][CH2:43][CH2:44]2)=[O:16])[cH:6][cH:7]1. Starting materials: C1CCOC1, C1CCC(NC2CCCCC2)CC1, COC(=O)c1cc(Cl)ccc1NC(=O)COCC(=O)O, O=C(Cl)C(=O)Cl, CN(C)C=O, O. Product: COC(=O)c1cc(Cl)ccc1NC(=O)COCC(=O)N(C1CCCCC1)C1CCCCC1. The reactants are C1COCCOCCOCCOCCOCCO1 (18-crown-6), C1=NC=CC2=CC=CC=C12 (isoquinoline), [F-].[K+] (KF), CC1=CC=C(C=O)C=C1 (4-methylbenzaldehyde), FC(S(=O)(=O)OC1=C(C=CC=C1)[Si](C)(C)C)(F)F (2-(trimethylsilyl)phenyl trifluoromethanesulfonate), Pet. ether EtOAc. Run in C1CCOC1 (THF). The product is C1(=CC=C(C=C1)C1C2=C(N3C(C4=CC=CC=C4C=C3)O1)C=CC=C2)C (6-(p-tolyl)-4bH,6Hbenzo[4,5][1,3]oxazino[2,3-a]isoquinoline). Yield: 80.0%. RXN SMILES: [CH:1]1[C:10]2[C:5](=[CH:6][CH:7]=[CH:8][CH:9]=2)[CH:4]=[CH:3][N:2]=1.[CH3:11][C:12]1[CH:19]=[CH:18][C:15]([CH:16]=[O:17])=[CH:14][CH:13]=1.FC(F)(F)S(O[C:26]1[CH:31]=[CH:30][CH:29]=[CH:28][C:27]=1[Si](C)(C)C)(=O)=O.[F-].[K+].C1OCCOCCOCCOCCOCCOC1>C1COCC1>[C:12]1([CH3:11])[CH:19]=[CH:18][C:15]([CH:16]2[O:17][CH:1]3[C:10]4[C:5]([CH:4]=[CH:3][N:2]3[C:27]3[CH:28]=[CH:29][CH:30]=[CH:31][C:26]2=3)=[CH:6][CH:7]=[CH:8][CH:9]=4)=[CH:14][CH:13]=1 |f:3.4|. Reported procedure: Following the general procedure, treatment of isoquinoline (0.064 g, 59 μL, 0.50 mmol) and 4-methylbenzaldehyde (0.090 g, 85 μL, 0.75 mmol) with 2-(trimethylsilyl)phenyl trifluoromethanesulfonate (0.179 g, 146 μL, 0.60 mmol) in the presence of KF (0.070 g, 1.2 mmol) and 18-crown-6 (0.317 g, 1.2 mmol) in THF (2.0 mL) at −10° C. to room temperature for 12 hrs followed by flash column chromatography (Pet. ether/EtOAc=90/10) of the crude reaction mixture afforded 6-(p-tolyl)-4bH,6Hbenzo[4,5][1,3]oxa...